From a dataset of the Open Reaction Database (ORD), a public repository of structured organic reaction records. describe an organic reaction: reactants, conditions, products, and yield Run in C(C)#N (acetonitrile), O (water). Reported procedure: Sodium iodide (1.62 g) was added to a solution of aluminum chloride (2.52 g) in acetonitrile (7 ml). After 30 minutes stirring (3-chloro-5,6-dimethoxy-benzo[b]thiophen-2-yl)-(4-hydroxy-piperidin-1-yl)-methanone (0.96 g) was added and the mixture was heated at 50° C. for 12 hours. To the mixture 2 N HCl (4 ml), Na2SO3 (0.68 g) and water were added and the mixture was heated at 60° C. for 30 minutes and then cooled to room temperature. The precipitate was filtered. As a reaction SMILES: [I-].[Na+].[Cl-].[Al+3].[Cl-].[Cl-].[Cl:7][C:8]1[C:9]2[CH:25]=[C:24]([O:26]C)[C:23]([O:28]C)=[CH:22][C:10]=2[S:11][C:12]=1[C:13]([N:15]1[CH2:20][CH2:19][CH:18]([OH:21])[CH2:17][CH2:16]1)=[O:14].Cl.[O-]S([O-])=O.[Na+].[Na+]>C(#N)C.O>[Cl:7][C:8]1[C:9]2[CH:25]=[C:24]([OH:26])[C:23]([OH:28])=[CH:22][C:10]=2[S:11][C:12]=1[C:13]([N:15]1[CH2:16][CH2:17][CH:18]([OH:21])[CH2:19][CH2:20]1)=[O:14] |f:0.1,2.3.4.5,8.9.10|. Starting materials: [I-].[Na+] (Sodium iodide), [Cl-].[Al+3].[Cl-].[Cl-] (aluminum chloride), mixture, Cl (HCl), [O-]S(=O)[O-].[Na+].[Na+] (Na2SO3), ClC=1C2=C(SC1C(=O)N1CCC(CC1)O)C=C(C(=C2)OC)OC ((3-chloro-5,6-dimethoxy-benzo[b]thiophen-2-yl)-(4-hydroxy-piperidin-1-yl)-methanone). Product: ClC=1C2=C(SC1C(=O)N1CCC(CC1)O)C=C(C(=C2)O)O ((3-Chloro-5,6-dihydroxy-benzo[b]thiophen-2-yl)-(4-hydroxy-piperidin-1-yl)-methanone). Reaction conditions: temperature 50 celsius.